Task: describe an organic reaction: reactants, conditions, products, and yield. Dataset: the Open Reaction Database (ORD), a public repository of structured organic reaction records Reactants: O1C2=C(CCC1C(=O)O)C=CC1=CC=CC=C12 (3,4-dihydro-2H-naphto[1,2-b]pyran-2-carboxylic acid), S(O)(O)(=O)=O (sulfuric acid), C(C)O (ethanol). Yields the product O1C2=C(CCC1C(=O)OCC)C=CC1=CC=CC=C12 (ethyl 3,4-dihydro-2H-naphto[1,2-b]pyran-2-carboxylate). Isolated yield 63.5%. As a reaction SMILES: [O:1]1[CH:6]([C:7]([OH:9])=[O:8])[CH2:5][CH2:4][C:3]2[CH:10]=[CH:11][C:12]3[C:17]([C:2]1=2)=[CH:16][CH:15]=[CH:14][CH:13]=3.S(=O)(=O)(O)O.[CH2:23](O)[CH3:24]>>[O:1]1[CH:6]([C:7]([O:9][CH2:23][CH3:24])=[O:8])[CH2:5][CH2:4][C:3]2[CH:10]=[CH:11][C:12]3[C:17]([C:2]1=2)=[CH:16][CH:15]=[CH:14][CH:13]=3. Procedure details: A mixture of intermediate (9-a) (7 g), ethanol (160 ml) and sulfuric acid was stirred and refluxed for 1 hour. The reaction mixture was evaporated and the oily residue was taken up in water. After treating with sodium hydroxide, the product was extracted with dichloromethane. The extract was dried, filtered and evaporated, yielding 5 g (63.5%) of ethyl 3,4-dihydro-2H-naphto[1,2-b]pyran-2-carboxylate (interm. 10-a).